Dataset: the Open Reaction Database (ORD), a public repository of structured organic reaction records. Task: describe an organic reaction: reactants, conditions, products, and yield The reactants are C(C)(C)(C)OC(=O)N[C@@H](CC(C)C)C(=O)O (N-(tert-butoxycarbonyl)-L-leucine), FC(C1=CC=C(C=C1)S(=O)(=O)N1C[C@@H]2[C@H](C1)[C@H](CC2)N)(F)F ((3aR,4S,6aS)-2-(4-(Trifluoromethyl)phenylsulfonyl)octahydrocyclopenta[c]pyrrol-4-amine), C(C1=CC=CC=C1)N1C[C@@H]2[C@H](C1)[C@H](CC2)N ((3aR,4S,6aS)-2-benzyloctahydrocyclopenta[c]pyrrol-4-amine). The product is CN(C(OC(C)(C)C)=O)[C@H](C(N[C@H]1CC[C@@H]2CN(C[C@@H]21)S(=O)(=O)C2=CC=C(C=C2)C(F)(F)F)=O)CCC (tert-butyl methyl((S)-1-oxo-1-((3aR,4S,6aS)-2-(4-(trifluoromethyl)phenylsulfonyl)octahydrocyclopenta[c]pyrrol-4-ylamino)pentan-2-yl)carbamate). RXN SMILES: [C:1]([O:5][C:6]([NH:8][C@H:9]([C:14]([OH:16])=O)[CH2:10][CH:11]([CH3:13])C)=[O:7])([CH3:4])([CH3:3])[CH3:2].[F:17][C:18]([F:38])([F:37])[C:19]1[CH:24]=[CH:23][C:22]([S:25]([N:28]2[CH2:32][C@@H:31]3[C@@H:33]([NH2:36])[CH2:34][CH2:35][C@@H:30]3[CH2:29]2)(=[O:27])=[O:26])=[CH:21][CH:20]=1.[CH2:39](N1C[C@@H]2[C@@H](N)CC[C@@H]2C1)C1C=CC=CC=1>>[CH3:39][N:8]([C@@H:9]([CH2:10][CH2:11][CH3:13])[C:14](=[O:16])[NH:36][C@@H:33]1[C@@H:31]2[C@@H:30]([CH2:29][N:28]([S:25]([C:22]3[CH:21]=[CH:20][C:19]([C:18]([F:17])([F:37])[F:38])=[CH:24][CH:23]=3)(=[O:26])=[O:27])[CH2:32]2)[CH2:35][CH2:34]1)[C:6](=[O:7])[O:5][C:1]([CH3:2])([CH3:3])[CH3:4]. Reported procedure: The title compound was prepared by substituting N-(tert-butoxycarbonyl)-N-methyl-L-norvaline for N-(tert-butoxycarbonyl)-L-leucine and (3aR,4S,6aS)-2-(4-(trifluoromethyl)phenylsulfonyl)octahydrocyclopenta[c]pyrrol-4-amine from Step A of Example 256 for (3aR,4S,6aS)-2-benzyloctahydrocyclopenta[c]pyrrol-4-amine in the procedure described in Example 221: 1H NMR (400 MHz, pyridine-d5, temperature 90° C.) δ ppm 8.06-8.09 (m, 2H), 7.79-7.82 (m, 2H), 7.40 (d, J=3.1 Hz, 1H), 4.66-4.76 (m, 1H), 4.07 (p, ...